The task is: describe an organic reaction: reactants, conditions, products, and yield. This data is from the Open Reaction Database (ORD), a public repository of structured organic reaction records. As a reaction SMILES: [BrH:21].[CH2:1]([CH2:2][CH3:3])[c:4]1[cH:5][c:6]([CH2:18][CH2:19][CH3:20])[c:7]2[c:8]([c:9](=[O:16])[cH:10][c:11]([C:13](=[O:14])[NH2:15])[o:12]2)[cH:17]1.[CH3:23][C:24](=[O:25])[OH:26].[OH2:22]>>[CH2:1]([CH2:2][CH3:3])[c:4]1[cH:5][c:6]([CH2:18][CH2:19][CH3:20])[c:7]2[c:8]([c:9](=[O:16])[cH:10][c:11]([C:13](=[O:14])[OH:22])[o:12]2)[cH:17]1. Starting materials: Br, CCCc1cc(CCC)c2oc(C(N)=O)cc(=O)c2c1, CC(=O)O, O. Yields the product CCCc1cc(CCC)c2oc(C(=O)O)cc(=O)c2c1. Starting materials: FC(C(=O)NC=1SC=C(N1)C(C(=O)NC1[C@@H]2N(C(=C(CS2)OC)C(=O)O)C1=O)=NOC)(F)F (7-[2-{2-(2,2,2-trifluoroacetamido)-4-thiazolyl}-2-methoxyiminoacetamido]-3-methoxy-3-cephem-4-carboxylic acid), O.O.O.C(C)(=O)[O-].[Na+] (sodium acetate trihydrate). Solvent: C(C)(=O)OCC (ethyl acetate), O1CCCC1 (tetrahydrofuran), O (water). Product: NC=1SC=C(N1)C(C(=O)NC1[C@@H]2N(C(=C(CS2)OC)C(=O)O)C1=O)=NOC (7-{2-(2-amino-4-thiazolyl)-2-methoxyiminoacetamido}-3-methoxy-3-cephem-4-carboxylic acid). Yield: 89.6%. As a reaction SMILES: FC(F)(F)C([NH:5][C:6]1[S:7][CH:8]=[C:9]([C:11](=[N:29][O:30][CH3:31])[C:12]([NH:14][CH:15]2[C:27](=[O:28])[N:17]3[C:18]([C:24]([OH:26])=[O:25])=[C:19]([O:22][CH3:23])[CH2:20][S:21][C@H:16]23)=[O:13])[N:10]=1)=O.O.O.O.C([O-])(=O)C.[Na+]>C(OCC)(=O)C.O1CCCC1.O>[NH2:5][C:6]1[S:7][CH:8]=[C:9]([C:11](=[N:29][O:30][CH3:31])[C:12]([NH:14][CH:15]2[C:27](=[O:28])[N:17]3[C:18]([C:24]([OH:26])=[O:25])=[C:19]([O:22][CH3:23])[CH2:20][S:21][C@H:16]23)=[O:13])[N:10]=1 |f:1.2.3.4.5|. Reported procedure: A solution of 7-[2-{2-(2,2,2-trifluoroacetamido)-4-thiazolyl}-2-methoxyiminoacetamido]-3-methoxy-3-cephem-4-carboxylic acid (syn isomer, 0.55 g.) and sodium acetate trihydrate (1,76 g.) in ethyl acetate (3 ml.), tetrahydrofuran (3 ml.) and water (5.5 ml.) was stirred at room temperature overnight. The aqueous layer was separated from the resultant mixture, washed with dichloromethane, and then evaporated under reduced pressure to remove the organic solvent. The aqueous solution was adjusted to p...